From a dataset of the Open Reaction Database (ORD), a public repository of structured organic reaction records. describe an organic reaction: reactants, conditions, products, and yield Reactants: CC1(OCC=2C=CC=C(C2C1)O)C (3,3-dimethylisochroman-5-ol), CC1(OCC=2C=CC=C(C2C1)O)C (3,3-dimethylisochroman-5-ol), CN(C)C=O (DMF), ClC1=NC=C(C=C1)[N+](=O)[O-] (2-chloro-5-nitropyridine). Run at temperature 80 celsius, time 2 hour. Yields the product CC1(OCC2=CC=CC(=C2C1)OC1=NC=C(C=C1)[N+](=O)[O-])C (2-(3,3-dimethylisochroman-5-yl)oxy-5-nitro-pyridine). Isolated yield 83.2%. As a reaction SMILES: [CH3:1][C:2]1([CH3:13])[CH2:11][C:10]2[C:9]([OH:12])=[CH:8][CH:7]=[CH:6][C:5]=2[CH2:4][O:3]1.CN(C=O)C.Cl[C:20]1[CH:25]=[CH:24][C:23]([N+:26]([O-:28])=[O:27])=[CH:22][N:21]=1>>[CH3:1][C:2]1([CH3:13])[CH2:11][C:10]2[C:5](=[CH:6][CH:7]=[CH:8][C:9]=2[O:12][C:20]2[CH:25]=[CH:24][C:23]([N+:26]([O-:28])=[O:27])=[CH:22][N:21]=2)[CH2:4][O:3]1. Reported procedure: To a solution of 3,3-dimethylisochroman-5-ol (Intermediate 170, 65 mg, 0.36 mmol) in dry DMF (3 ml) potassium carbonate (207 mg, 1.5 mmol) and then 2-chloro-5-nitropyridine (50.8 mg, 0.32 mmol) were added and the reaction mixture was stirred for 2 hours at 80° C. After cooling the reaction mixture was quenched with water (2 ml), diluted with brine (10 ml) and extracted with ethyl acetate (2×20 ml). The organic layer was dried over sodium sulfate, filtered and evaporated affording the title compo... Reactants: [Li]CCCC, C1CCOC1, CCCCCC, CC(C)OB1OC(C)(C)C(C)(C)O1, CC(C)(C)OC(=O)n1cc(I)cc1C(=O)OCc1ccccc1. Yields the product CC(C)(C)OC(=O)n1cc(B2OC(C)(C)C(C)(C)O2)cc1C(=O)OCc1ccccc1. RXN SMILES: [CH2:37]([Li:38])[CH2:39][CH2:40][CH3:41].[CH2:48]1[O:49][CH2:50][CH2:51][CH2:52]1.[CH3:42][CH2:43][CH2:44][CH2:45][CH2:46][CH3:47].[CH:24]([O:25][B:28]1[O:29][C:30]([CH3:35])([CH3:36])[C:31]([CH3:33])([CH3:34])[O:32]1)([CH3:26])[CH3:27].[I:1][c:2]1[cH:3][c:4]([C:14](=[O:15])[O:16][CH2:17][c:18]2[cH:19][cH:20][cH:21][cH:22][cH:23]2)[n:5]([C:7](=[O:8])[O:9][C:10]([CH3:11])([CH3:12])[CH3:13])[cH:6]1>>[c:2]1([B:28]2[O:29][C:30]([CH3:35])([CH3:36])[C:31]([CH3:33])([CH3:34])[O:32]2)[cH:3][c:4]([C:14](=[O:15])[O:16][CH2:17][c:18]2[cH:19][cH:20][cH:21][cH:22][cH:23]2)[n:5]([C:7](=[O:8])[O:9][C:10]([CH3:11])([CH3:12])[CH3:13])[cH:6]1. Reactants: BrC(=CCC(C(=O)O)C(C)C)Br (α-(3,3-dibromoallyl) isovaleric acid), S(=O)(Cl)Cl (thionyl chloride). Reagents/catalysts: CN(C=O)C (N,N-dimethylformamide). Run in C1=CC=CC=C1 (benzene). The product is BrC(=CCC(C(=O)Cl)C(C)C)Br (α-(3,3-dibromoallyl)isovaleroyl chloride). The yield is 59.0%. RXN SMILES: [Br:1][C:2]([Br:12])=[CH:3][CH2:4][CH:5]([CH:9]([CH3:11])[CH3:10])[C:6](O)=[O:7].S(Cl)([Cl:15])=O>C1C=CC=CC=1.CN(C)C=O>[Br:1][C:2]([Br:12])=[CH:3][CH2:4][CH:5]([CH:9]([CH3:11])[CH3:10])[C:6]([Cl:15])=[O:7]. Procedure: In 20 g of benzene were dissolved 2.0 g of α-(3,3-dibromoallyl) isovaleric acid, followed by the addition of 4.7 g of thionyl chloride and 2 drops of N,N-dimethylformamide. The mixture was refluxed overnight and, then, distilled to remove the low-boiling fraction. As the residue there was obtained α-(3,3-dibromoallyl)isovaleroyl chloride. This α-(3,3-dibromoallyl) isovaleroyl chloride was dissolved in 30 g of dry benzene and 1.5 g of α-ethynyl-3-phenoxybenzyl alcohol were added. This was further... Reactants: CSC=1C=CC(=C(N)C1)[N+](=O)[O-] (5-(Methylthio)-2-nitroaniline), [Sn](Cl)Cl (Tin (II) Chloride). Solvent: CCO (EtOH). The product is CSC=1C=C(C(=CC1)N)N (4-(methylthio)benzene-1,2-diamine). Isolated yield 99.0%. RXN SMILES: [CH3:1][S:2][C:3]1[CH:4]=[CH:5][C:6]([N+:10]([O-])=O)=[C:7]([CH:9]=1)[NH2:8].[Sn](Cl)Cl>CCO>[CH3:1][S:2][C:3]1[CH:9]=[C:7]([NH2:8])[C:6]([NH2:10])=[CH:5][CH:4]=1. Reported procedure: 5-(Methylthio)-2-nitroaniline (12.9 g, 70.1 mmol) was dissolved In 475 mL of EtOH with stirring. Tin (II) Chloride (74.0 g, 392 mmol) was added and the reaction was refluxed for 20 h. The reaction was cooled to rt and concentrated in vacuo to a volume of 150 mL. The pH of the solution was adjusted to approximately 10 using concentrated aqueous 3N NaOH. EtOAc (1.5 L) was added and the reaction was filtered through Celite, washing with water and EtOAc. The aqueous layer was separated, then extract... Product: FC=1C=C(C=CC1OCCCCCCCC)C1=C(C=C(C=C1)Br)F (3-fluoro-4-octoxy-4'-bromo-2'-fluorobiphenyl). Reported procedure: This was prepared using a similar method to that described for compound 8. The product is a low melting solid and was used without further purification. Quantities: 3-fluoro-4-octyloxyphenylboronic acid (6) (6.83 g, 0.026 mol), 1-bromo-3-fluoro-4-iodobenzene (6.92 g, 0.023 mol), tetrakis(triphenylphosphine)palladium(0) (1 g, 0.87 mmol). Starting materials: BrC1=CC=C(C=C1)C1=C(C(=C(C=C1)OCCCCCCCC)F)F (4'-bromo-2,3-difluoro-4-octoxybiphenyl), FC=1C=C(C=CC1OCCCCCCCC)B(O)O (3-fluoro-4-octyloxyphenylboronic acid), BrC1=CC(=C(C=C1)I)F (1-bromo-3-fluoro-4-iodobenzene). The reagents and catalysts are C=1C=CC(=CC1)[P](C=2C=CC=CC2)(C=3C=CC=CC3)[Pd]([P](C=4C=CC=CC4)(C=5C=CC=CC5)C=6C=CC=CC6)([P](C=7C=CC=CC7)(C=8C=CC=CC8)C=9C=CC=CC9)[P](C=1C=CC=CC1)(C=1C=CC=CC1)C=1C=CC=CC1 (tetrakis(triphenylphosphine)palladium(0)). RXN SMILES: [Br:1][C:2]1[CH:7]=[CH:6][C:5]([C:8]2[CH:13]=[CH:12][C:11]([O:14][CH2:15][CH2:16][CH2:17][CH2:18][CH2:19][CH2:20][CH2:21][CH3:22])=[C:10]([F:23])[C:9]=2F)=[CH:4][CH:3]=1.[F:25]C1C=C(B(O)O)C=CC=1OCCCCCCCC.BrC1C=CC(I)=C(F)C=1>C1C=CC([P]([Pd]([P](C2C=CC=CC=2)(C2C=CC=CC=2)C2C=CC=CC=2)([P](C2C=CC=CC=2)(C2C=CC=CC=2)C2C=CC=CC=2)[P](C2C=CC=CC=2)(C2C=CC=CC=2)C2C=CC=CC=2)(C2C=CC=CC=2)C2C=CC=CC=2)=CC=1>[F:23][C:10]1[CH:9]=[C:8]([C:5]2[CH:6]=[CH:7][C:2]([Br:1])=[CH:3][C:4]=2[F:25])[CH:13]=[CH:12][C:11]=1[O:14][CH2:15][CH2:16][CH2:17][CH2:18][CH2:19][CH2:20][CH2:21][CH3:22] |^1:56,58,77,96|. Reactants: ClC1=C(C=CC(=C1)Cl)C1=NC(=NC=C1C=1NC=CN1)CCN (4-(2,4-dichlorophenyl)-5-imidazol-2-ylpyrimidin-2-ylethylamine), COC1=NC(=CC=C1[N+](=O)[O-])Cl (2-methoxy-3-nitro-6-chloro-pyridine), C(C)(C)N(CC)C(C)C (diisopropylethyl amine), CN(C)C=O (DMF). Run at temperature 80 celsius, time 12 hour. The product is ClC1=C(C=CC(=C1)Cl)C1=NC(=NC=C1C=1NC=CN1)NCCNC1=NC(=C(C=C1)[N+](=O)[O-])OC ([4-(2,4-dichlorophenyl)-5-imidazol-2-ylpyrimidin-2-yl]{2-[(6-methoxy-5-nitro(2-pyridyl))-amino]ethyl}amine). RXN SMILES: [Cl:1][C:2]1[CH:7]=[C:6]([Cl:8])[CH:5]=[CH:4][C:3]=1[C:9]1[C:14]([C:15]2[NH:16][CH:17]=[CH:18][N:19]=2)=[CH:13][N:12]=[C:11](CCN)[N:10]=1.[CH3:23][O:24][C:25]1[C:30]([N+:31]([O-:33])=[O:32])=[CH:29][CH:28]=[C:27](Cl)[N:26]=1.C([N:38](C(C)C)[CH2:39][CH3:40])(C)C.C[N:45](C=O)C>>[Cl:1][C:2]1[CH:7]=[C:6]([Cl:8])[CH:5]=[CH:4][C:3]=1[C:9]1[C:14]([C:15]2[NH:19][CH:18]=[CH:17][N:16]=2)=[CH:13][N:12]=[C:11]([NH:38][CH2:39][CH2:40][NH:45][C:27]2[CH:28]=[CH:29][C:30]([N+:31]([O-:33])=[O:32])=[C:25]([O:24][CH3:23])[N:26]=2)[N:10]=1. Reported procedure: To a solution of [4-(2,4-dichlorophenyl)-5-imidazol-2-ylpyrimidin-2-ylethylamine (20 mg, 0.04 mmol) in DMF (1 ml), 2-methoxy-3-nitro-6-chloro-pyridine (8.3 mg, 0.04 mmol) and diisopropylethyl amine (31 μl, 0.18 mmol) were added. The reaction mixture was stirred for 12 hours at 80° C. The crude mixture was concentrated in vacuo and subjected to column chromatography (10% methanol in methylene chloride) to afford [4-(2,4-dichlorophenyl)-5-imidazol-2-ylpyrimidin-2-yl]{2-[(6-methoxy-5-nitro(2-pyridy...